This data is from the Open Reaction Database (ORD), a public repository of structured organic reaction records. The task is: describe an organic reaction: reactants, conditions, products, and yield The reactants are O=C1N(C(C2=CC=CC=C12)=O)CCCC1=CC=C(C=C1)C=1N=C(SC1C1=CC=C(C=C1)S(=O)(=O)C)NC(C)=O (N-{4-(4-[3-(1,3-dioxo-1,3-dihydro-2H-isoindol-2-yl)propyl]phenyl}-5-[4-(methylsulfonyl)phenyl]-1,3-thiazol-2-yl)acetamide), O.NN (hydrazine monohydrate). Run in C(C)#N (acetonitrile). Conditions: temperature 50 celsius, time 30 minute. The product is NCCCC1=CC=C(C=C1)C=1N=C(SC1C1=CC=C(C=C1)S(=O)(=O)C)NC(C)=O (N-{4-[4-(3-aminopropyl)phenyl]-5-[4-(methylsulfonyl)phenyl]-1,3-thiazol-2-yl}acetamide). Reaction SMILES: O=C1C2C(=CC=CC=2)C(=O)[N:3]1[CH2:12][CH2:13][CH2:14][C:15]1[CH:20]=[CH:19][C:18]([C:21]2[N:22]=[C:23]([NH:36][C:37](=[O:39])[CH3:38])[S:24][C:25]=2[C:26]2[CH:31]=[CH:30][C:29]([S:32]([CH3:35])(=[O:34])=[O:33])=[CH:28][CH:27]=2)=[CH:17][CH:16]=1.O.NN>C(#N)C>[NH2:3][CH2:12][CH2:13][CH2:14][C:15]1[CH:16]=[CH:17][C:18]([C:21]2[N:22]=[C:23]([NH:36][C:37](=[O:39])[CH3:38])[S:24][C:25]=2[C:26]2[CH:31]=[CH:30][C:29]([S:32]([CH3:35])(=[O:34])=[O:33])=[CH:28][CH:27]=2)=[CH:19][CH:20]=1 |f:1.2|. Procedure details: To a solution of N-{4-(4-[3-(1,3-dioxo-1,3-dihydro-2H-isoindol-2-yl)propyl]phenyl}-5-[4-(methylsulfonyl)phenyl]-1,3-thiazol-2-yl)acetamide (53.2 mg) in acetonitrile (0.5 ml) was added hydrazine monohydrate (46.1 μl), and the mixture was stirred at 50° C. for 30 min. The volatiles were evaporated. To the mixture was added chloroform (1 ml), and an insoluble material was removed by filtration. The filtrate was purified by preparative thin-layer chromatography over NH silica gel with chloroform/met...